From a dataset of the Open Reaction Database (ORD), a public repository of structured organic reaction records. describe an organic reaction: reactants, conditions, products, and yield The reactants are C(C1=CC=CC=C1)SCC1(C(NC(N1)=O)=O)C (5-benzylthiomethyl-5-methylhydantoin), [OH-].[K+] (potassium hydroxide), O (water). Reaction SMILES: [CH2:1]([S:8][CH2:9][C:10]1([CH3:17])[NH:14][C:13](=[O:15])[NH:12][C:11]1=[O:16])[C:2]1[CH:7]=[CH:6][CH:5]=[CH:4][CH:3]=1.[OH-:18].[K+].O>C(#N)C>[C:13]([NH:14][C@:10]([CH3:17])([C:11]([OH:18])=[O:16])[CH2:9][S:8][CH2:1][C:2]1[CH:7]=[CH:6][CH:5]=[CH:4][CH:3]=1)(=[O:15])[NH2:12] |f:1.2|. Run in C(C)#N (acetonitrile). Yield: 66.4%. Reported procedure: First, 5.0 g of 5-benzylthiomethyl-5-methylhydantoin was mixed with 3.6 g of potassium hydroxide and 3 g of water, and the mixture was subjected to reaction at 94° C. to 96° C. for 12 hours. The HPLC analysis (column: COSMOSIL 5C18-ARII (produced by Nacalai Tesque Inc.), mobile phase: acetonitrile/10 mM aqueous potassium dihydrogen phosphate solution=30/70, flow rate: 1.0 ml/min, detection wavelength: 254 nm, column temperature: 40° C.) of the reaction mixture showed the production of 3.56 g yie... Product: C(N)(=O)N[C@@](CSCC1=CC=CC=C1)(C(=O)O)C (N-carbamoyl-S-benzyl-α-methylcysteine). Reactants: NC=1C=NC2=CC=CC=C2C1N[C@@H](CO)CC ((2R)-2-[(3-Aminoquinolin-4-yl)amino]butan-1-ol), C(C)OC(OCC)OCC (triethylorthoformate). Run at temperature 145 celsius. The product is N1(C=NC=2C=NC=3C=CC=CC3C21)[C@@H](CO)CC ((2R)-2-(1H-imidazo[4,5-c]quinolin-1-yl)butan-1-ol). RXN SMILES: [NH2:1][C:2]1[CH:3]=[N:4][C:5]2[C:10]([C:11]=1[NH:12][C@H:13]([CH2:16][CH3:17])[CH2:14][OH:15])=[CH:9][CH:8]=[CH:7][CH:6]=2.[CH2:18](OC(OCC)OCC)C>>[N:12]1([C@H:13]([CH2:16][CH3:17])[CH2:14][OH:15])[C:11]2[C:10]3[CH:9]=[CH:8][CH:7]=[CH:6][C:5]=3[N:4]=[CH:3][C:2]=2[N:1]=[CH:18]1. Reported procedure: (2R)-2-[(3-Aminoquinolin-4-yl)amino]butan-1-ol (416.0 g, 1 eq.) and triethylorthoformate (1.2 L, 4 eq.) were combined and slowly heated to 145° C. Ethanol was distilled off as it formed during the reaction. After ˜500 mL of ethanol had been distilled off, the reaction mixture was allowed to cool to 50° C. under a nitrogen atmosphere. Excess triethylorthoformate was removed under reduced pressure to provide crude (2R)-2-(1H-imidazo[4,5-c]quinolin-1-yl)butan-1-ol.